Dataset: the Open Reaction Database (ORD), a public repository of structured organic reaction records. Task: describe an organic reaction: reactants, conditions, products, and yield The reactants are N(C1=CC=CC=C1)C(C)(C)C=1N(C(=NN1)C1=CC=C(C(=O)OC)C=C1)C (Methyl 4-[5-(1-anilino-1-methylethyl)-4-methyl-4H-1,2,4-triazol-3-yl}benzoate), CN (methylamine). Run in CO (methanol). Reaction conditions: time 8 hour. Product: N(C1=CC=CC=C1)C(C)(C)C=1N(C(=NN1)C1=CC=C(C(=O)N)C=C1)C (4-[5-(1-anilino-1-methylethyl)-4-methyl-4H-1,2,4-triazol-3-yl}benzamide). Isolated yield 121.5%. As a reaction SMILES: [NH:1]([C:8]([C:11]1[N:12]([CH3:26])[C:13]([C:16]2[CH:25]=[CH:24][C:19]([C:20](OC)=[O:21])=[CH:18][CH:17]=2)=[N:14][N:15]=1)([CH3:10])[CH3:9])[C:2]1[CH:7]=[CH:6][CH:5]=[CH:4][CH:3]=1.C[NH2:28]>CO>[NH:1]([C:8]([C:11]1[N:12]([CH3:26])[C:13]([C:16]2[CH:25]=[CH:24][C:19]([C:20]([NH2:28])=[O:21])=[CH:18][CH:17]=2)=[N:14][N:15]=1)([CH3:9])[CH3:10])[C:2]1[CH:7]=[CH:6][CH:5]=[CH:4][CH:3]=1. Procedure details: Methyl 4-[5-(1-anilino-1-methylethyl)-4-methyl-4H-1,2,4-triazol-3-yl}benzoate (300 mg) was dissolved in methanol (1 ml) and then methylamine (30% methanol solution, 886.3 mg) was added thereto, followed by stirring at room temperature overnight. The resulting precipitate was collected by filtration to obtain 349 mg of 4-[5-(1-anilino-1-methylethyl)-4-methyl-4H-1,2,4-triazol-3-yl}benzamide (white crystals). Starting materials: SC(C)S(=O)(=O)O (mercaptoethansulphonic acid), N[C@@H](CCCN)C(=O)O (L-ornithine), Cl (hydrochloride). Solvent: CO (methanol). Product: SC(C)S(=O)(=O)O.N[C@@H](CCCN)C(=O)O (L-ornithine mercaptoethansulphonate). Reaction SMILES: [SH:1][CH:2]([S:4]([OH:7])(=[O:6])=[O:5])[CH3:3].[NH2:8][C@H:9]([C:14]([OH:16])=[O:15])[CH2:10][CH2:11][CH2:12][NH2:13].Cl>CO>[SH:1][CH:2]([S:4]([OH:7])(=[O:6])=[O:5])[CH3:3].[NH2:8][C@H:9]([C:14]([OH:16])=[O:15])[CH2:10][CH2:11][CH2:12][NH2:13] |f:4.5|. Procedure details: The mercaptoethansulphonic acid coming out from the column, in aqueous solution, under nitrogen stream and at pH=1, is simultaneously added with the stoichiometrical amount of L-ornithine (0.64 g) freed from the hydrochloride through Kastel A 300 resin, in aqueous solution and under nitrogen stream. The addition is carried out at pH values of between 6 and 7. Upon the salification is completed the pH of the solution must be of between 5 and 6. The solution is concentrated to about dryness giving... Reactants: C(C1=CC=CC=C1)OC1=C(C=C(C=C1)[C@H](CNCCOC1(CC=C(C=C1)C1=CC=CC=C1)C(=O)OC)O)NS(=O)(=O)C (methyl 4-{2-[(R)-2-(4-benzyloxy-3-methanesulfonylaminophenyl)-2-hydroxyethylamino]ethoxy}biphenyl-4-carboxylate), ice, aqueous solution, [OH-].[Na+] (sodium hydroxide), C(C)O (ethanol), Cl (hydrochloric acid). Solvent: O1CCCC1 (tetrahydrofuran). Yields the product C(C1=CC=CC=C1)OC1=C(C=C(C=C1)[C@H](CNCCOC1=CC=C(C=C1)C1=CC=C(C=C1)C(=O)O)O)NS(=O)(=O)C (4′-{2-[(R)-2-(4-benzyloxy-3-methanesulfonylaminophenyl)-2-hydroxyethylamino]ethoxy}biphenyl-4-carboxylic acid). RXN SMILES: [CH2:1]([O:8][C:9]1[CH:14]=[CH:13][C:12]([C@@H:15]([OH:37])[CH2:16][NH:17][CH2:18][CH2:19][O:20][C:21]2(C(OC)=O)[CH:26]=[CH:25][C:24]([C:27]3[CH:32]=[CH:31][CH:30]=[CH:29][CH:28]=3)=[CH:23][CH2:22]2)=[CH:11][C:10]=1[NH:38][S:39]([CH3:42])(=[O:41])=[O:40])[C:2]1[CH:7]=[CH:6][CH:5]=[CH:4][CH:3]=1.[OH-:43].[Na+].[CH2:45]([OH:47])C.Cl>O1CCCC1>[CH2:1]([O:8][C:9]1[CH:14]=[CH:13][C:12]([C@@H:15]([OH:37])[CH2:16][NH:17][CH2:18][CH2:19][O:20][C:21]2[CH:26]=[CH:25][C:24]([C:27]3[CH:32]=[CH:31][C:30]([C:45]([OH:47])=[O:43])=[CH:29][CH:28]=3)=[CH:23][CH:22]=2)=[CH:11][C:10]=1[NH:38][S:39]([CH3:42])(=[O:41])=[O:40])[C:2]1[CH:7]=[CH:6][CH:5]=[CH:4][CH:3]=1 |f:1.2|. Procedure: A mixture of methyl 4-{2-[(R)-2-(4-benzyloxy-3-methanesulfonylaminophenyl)-2-hydroxyethylamino]ethoxy}biphenyl-4-carboxylate (0.064 g), a 2 mol/L aqueous solution of sodium hydroxide (0.162 mL), ethanol (2 mL) and tetrahydrofuran (2 mL) was heated under reflux overnight. To the ice-cooled reaction mixture was added 2 mol/L hydrochloric acid (0.162 mL), and the solvent was evaporated under reduced pressure. The residue was washed with water to afford 4′-{2-[(R)-2-(4-benzyloxy-3-methanesulfonylami... Yields the product Cl, CS(=O)(=O)Nc1cc(S(=O)(=O)Nc2ccccc2)ccc1N1CCCNCC1. Reaction SMILES: [CH3:37][OH:38].[ClH:36].[NH:1]([c:2]1[cH:3][cH:4][cH:5][cH:6][cH:7]1)[S:8](=[O:9])(=[O:10])[c:11]1[cH:12][c:13]([NH:31][S:32](=[O:33])(=[O:34])[CH3:35])[c:14]([N:17]2[CH2:18][CH2:19][N:20]([C:24]([O:25][C:26]([CH3:27])([CH3:28])[CH3:29])=[O:30])[CH2:21][CH2:22][CH2:23]2)[cH:15][cH:16]1>>[ClH:36].[NH:1]([c:2]1[cH:3][cH:4][cH:5][cH:6][cH:7]1)[S:8](=[O:9])(=[O:10])[c:11]1[cH:12][c:13]([NH:31][S:32](=[O:33])(=[O:34])[CH3:35])[c:14]([N:17]2[CH2:18][CH2:19][NH:20][CH2:21][CH2:22][CH2:23]2)[cH:15][cH:16]1. Starting materials: CO, Cl, CC(C)(C)OC(=O)N1CCCN(c2ccc(S(=O)(=O)Nc3ccccc3)cc2NS(C)(=O)=O)CC1.